From a dataset of the Open Reaction Database (ORD), a public repository of structured organic reaction records. describe an organic reaction: reactants, conditions, products, and yield Reactants: NN1C(C2=CC=CC=C2C(=N1)C1=CC=C(C=C1)Cl)=O (2-amino-4-(4-chlorophenyl)phthalazin-1(2H)-one), ClC1=CC=C(S1)CC(=O)O (2-(5-chlorothiophen-2-yl)acetic acid). Product: ClC1=CC=C(C=C1)C1=NN(C(C2=CC=CC=C12)=O)NC(CC=1SC(=CC1)Cl)=O (N-[4-(4-chlorophenyl)-1-oxophthalazin-2(1H)-yl]-2-(5-chloro-2-thienyl)acetamide). As a reaction SMILES: [NH2:1][N:2]1[N:11]=[C:10]([C:12]2[CH:17]=[CH:16][C:15]([Cl:18])=[CH:14][CH:13]=2)[C:9]2[C:4](=[CH:5][CH:6]=[CH:7][CH:8]=2)[C:3]1=[O:19].[Cl:20][C:21]1[S:25][C:24]([CH2:26][C:27](O)=[O:28])=[CH:23][CH:22]=1>>[Cl:18][C:15]1[CH:16]=[CH:17][C:12]([C:10]2[C:9]3[C:4](=[CH:5][CH:6]=[CH:7][CH:8]=3)[C:3](=[O:19])[N:2]([NH:1][C:27](=[O:28])[CH2:26][C:24]3[S:25][C:21]([Cl:20])=[CH:22][CH:23]=3)[N:11]=2)=[CH:13][CH:14]=1. Reported procedure: The product of Example 86A and 2-(5-chlorothiophen-2-yl)acetic acid were treated using a method similar to that described in Example 5 to give the title compound. 1H NMR (300 MHz, DMSO-d6) δ ppm 11.77-11.81 (bs, 1H), 8.39-8.42 (m, 1H), 7.84-8.05 (m, 2H), 7.70-7.76 (m, 1H), 7.56-7.68 (m, 4H), 6.99 (d, J=3.8 Hz, 1H), 6.92 (d, J=3.8 Hz, 1H), 3.91-3.92 (bs, 2H); MS (ESI+) M/Z 430 (M+H)+. The reactants are CN1C(=O)NC=2N=CN(C2C1=O)C (1,7-dimethylxanthine), [H-].[Na+] (sodium hydride), C(C)(=O)O[C@@H](CCCCBr)C ((R)-5-acetoxy-1-bromohexane), O (water). Solvent: CS(=O)C (dimethylsulfoxide). Reaction conditions: temperature 80 celsius, time 30 minute. The product is C(C)(=O)O[C@@H](CCCCBr)C ((R)-5-Acetoxy-1-bromohexane), C(C)(=O)O[C@@H](CCCCN1C(N(C(C=2N(C=NC12)C)=O)C)=O)C ((R)-3-(5-acetoxyhexyl)-1,7-dimethylxanthine). Yield: 120.5%. As a reaction SMILES: [CH3:1][N:2]1[C:11](=[O:12])[C:10]2[N:9]([CH3:13])[CH:8]=[N:7][C:6]=2[NH:5][C:3]1=[O:4].[H-].[Na+].[C:16]([O:19][C@H:20]([CH3:26])[CH2:21][CH2:22][CH2:23][CH2:24][Br:25])(=[O:18])[CH3:17].O>CS(C)=O>[C:16]([O:19][C@H:20]([CH3:26])[CH2:21][CH2:22][CH2:23][CH2:24][Br:25])(=[O:18])[CH3:17].[C:16]([O:19][C@H:20]([CH3:26])[CH2:21][CH2:22][CH2:23][CH2:24][N:5]1[C:6]2[N:7]=[CH:8][N:9]([CH3:13])[C:10]=2[C:11](=[O:12])[N:2]([CH3:1])[C:3]1=[O:4])(=[O:18])[CH3:17] |f:1.2|. Procedure details: To a stirring solution of 1,7-dimethylxanthine (0.30 g, 1.67 mmol) in dimethylsulfoxide (20 ml) was added sodium hydride (42 mmg, 1.75 mmol) in one portion. After stirring for 30 minutes, (R)-5-acetoxy-1-bromohexane (0.31 g, 1.75 mmol) was added next. (R)-5-Acetoxy-1-bromohexane was prepared according to methods described in U.S. patent application Ser. No. 09/002,345, which is incorporated herein by reference. After heating at 80° C. for 18 hours, water (25 ml) was added and the aqueous solutio... The reactants are [H-].[H-].[H-].[H-].[Li+].[Al+3] (LiAlH4), BrC1=C(C=C2C=CN(C2=C1)CC(=O)OC)F (Methyl 2-(6-bromo-5-fluoro-1H-indol-1-yl)acetate), C(=O)=O.CC(=O)C (cardice acetone). Run in C1CCOC1 (THF). Yields the product BrC1=C(C=C2C=CN(C2=C1)CCO)F (2-(6-bromo-5-fluoro-1H-indol-1-yl) ethanol). Isolated yield 96.1%. RXN SMILES: [Br:1][C:2]1[CH:10]=[C:9]2[C:5]([CH:6]=[CH:7][N:8]2[CH2:11][C:12](OC)=[O:13])=[CH:4][C:3]=1[F:16].[H-].[H-].[H-].[H-].[Li+].[Al+3].C(=O)=O.CC(C)=O>C1COCC1>[Br:1][C:2]1[CH:10]=[C:9]2[C:5]([CH:6]=[CH:7][N:8]2[CH2:11][CH2:12][OH:13])=[CH:4][C:3]=1[F:16] |f:1.2.3.4.5.6,7.8|. Procedure details: Methyl 2-(6-bromo-5-fluoro-1H-indol-1-yl)acetate (D77) (10.2 g, 35.7 mmol) was dissolved up in 81 mL of THF and cooled in a cardice/acetone bath before the addition of LiAlH4 (2N in THF solution) (17.83 mL, 35.7 mmol). The reaction mixture was left to stir in the cardice/acetone bath for 30 mins. Whilst still in the bath the reaction mixture was quenched by the dropwise addition of saturated sodium sulfate aqueous solution. The solid formed was filtered off and washed with ethyl acetate. The fil... Reactants: CCO, [Cl-], CC1(C)OC(=O)Nc2ccc(-c3[nH]c(C#N)cc3[N+](=O)[O-])cc21, [NH4+], O, O, [Zn]. Product: CC1(C)OC(=O)Nc2ccc(-c3[nH]c(C#N)cc3N)cc21. As a reaction SMILES: [CH2:28]([OH:29])[CH3:30].[Cl-:24].[N+:1]([O-:2])(=[O:3])[c:4]1[cH:5][c:6]([C:22]#[N:23])[nH:7][c:8]1-[c:9]1[cH:10][cH:11][c:12]2[c:13]([cH:21]1)[C:14]([CH3:19])([CH3:20])[O:15][C:16](=[O:18])[NH:17]2.[NH4+:25].[OH2:26].[OH2:27].[Zn:31]>>[NH2:1][c:4]1[cH:5][c:6]([C:22]#[N:23])[nH:7][c:8]1-[c:9]1[cH:10][cH:11][c:12]2[c:13]([cH:21]1)[C:14]([CH3:19])([CH3:20])[O:15][C:16](=[O:18])[NH:17]2. Reactants: [H-].[Na+] (sodium hydride), C(C(O)CC#N)#N (malonitrile), CN(C=O)C (dimethylformamide), C(C1=CC=CC=C1)N1CCN(CC1)C1=CC=C2C(C(=O)OC(N2)=O)=C1 (5-(4-benzylpiperazin-1-yl)isatoic anhydride). Run in O (water). Run at time 10 hour. Product: NC1=NC2=CC=C(C=C2C(=C1C#N)O)N1CCN(CC1)CC1=CC=CC=C1 (2-Amino-3-cyano-4-hydroxy-6-(4-benzylpiperazin-1-yl)quinoline). Reaction SMILES: C(#N)C([CH2:4][C:5]#[N:6])O.[H-].[Na+].[CH2:10]([N:17]1[CH2:22][CH2:21][N:20]([C:23]2[CH:34]=[C:27]3[C:28](O[C:31](=O)[NH:32][C:26]3=[CH:25][CH:24]=2)=[O:29])[CH2:19][CH2:18]1)[C:11]1[CH:16]=[CH:15][CH:14]=[CH:13][CH:12]=1.C[N:36](C)C=O>O>[NH2:36][C:31]1[C:4]([C:5]#[N:6])=[C:28]([OH:29])[C:27]2[C:26](=[CH:25][CH:24]=[C:23]([N:20]3[CH2:21][CH2:22][N:17]([CH2:10][C:11]4[CH:16]=[CH:15][CH:14]=[CH:13][CH:12]=4)[CH2:18][CH2:19]3)[CH:34]=2)[N:32]=1 |f:1.2|. Procedure details: 6.1 g of malonitrile is dissolved in 100 mL of dimethylformamide. To the solution, in several portions, 3.6 g of 60% oily dispersion of sodium hydride are added. To the clear solution 18 g of 5-(4-benzylpiperazin-1-yl)isatoic anhydride is added and the mixture is stirred at room temperature for 10 hours. The reaction mixture is diluted with 100 mL of water and extracted with 2×50 mL of ethyl acetate. The aqueous phase is evaporated in vacuum, the solid residue is dissolved in 50 mL of water, the... The reactants are FC1=C(C=CC(=C1)F)[C@@]1(O[C@H]1C)CN1N=CN=C1 ((2R,3S)-2-(2,4-Difluorophenyl)-3-methyl-2-(1H-1,2,4-triazol-1-yl)methyloxirane), N=1N(N=CC1)CC1=CC=C(C=C1)N1C(NC=C1)=O (1-[4-(2H-1,2,3-triazol-2-ylmethyl)phenyl]-2(1H,3H)-imidazolone). Yields the product FC1=C(C=CC(=C1)F)[C@]([C@@H](C)N1C(N(C=C1)C1=CC=C(C=C1)CN1N=CC=N1)=O)(CN1N=CN=C1)O (1-[(1R,2R)-2-(2,4-difluorophenyl)-2-hydroxy-1-methyl-3-(1H-1,2,4-triazol-1-yl)propyl]-3-[4-(2H-1,2,3-triazol-2-ylmethyl)phenyl]-_2(1H,3H)-imidazolone). As a reaction SMILES: [F:1][C:2]1[CH:7]=[C:6]([F:8])[CH:5]=[CH:4][C:3]=1[C@@:9]1([CH2:13][N:14]2[CH:18]=[N:17][CH:16]=[N:15]2)[C@H:11]([CH3:12])[O:10]1.[N:19]1[N:20]([CH2:24][C:25]2[CH:30]=[CH:29][C:28]([N:31]3[CH:35]=[CH:34][NH:33][C:32]3=[O:36])=[CH:27][CH:26]=2)[N:21]=[CH:22][CH:23]=1>>[F:1][C:2]1[CH:7]=[C:6]([F:8])[CH:5]=[CH:4][C:3]=1[C@@:9]([OH:10])([CH2:13][N:14]1[CH:18]=[N:17][CH:16]=[N:15]1)[C@H:11]([N:33]1[CH:34]=[CH:35][N:31]([C:28]2[CH:27]=[CH:26][C:25]([CH2:24][N:20]3[N:21]=[CH:22][CH:23]=[N:19]3)=[CH:30][CH:29]=2)[C:32]1=[O:36])[CH3:12]. Procedure details: (2R,3S)-2-(2,4-Difluorophenyl)-3-methyl-2-(1H-1,2,4-triazol-1-yl)methyloxirane was reacted with 1-[4-(2H-1,2,3-triazol-2-ylmethyl)phenyl]-2(1H,3H)-imidazolone in the same manner as in Working Example 11 to give 1-[(1R,2R)-2-(2,4-difluorophenyl)-2-hydroxy-1-methyl-3-(1H-1,2,4-triazol-1-yl)propyl]-3-[4-(2H-1,2,3-triazol-2-ylmethyl)phenyl]-_2(1H,3H)-imidazolone (Compound 20). Reactants: C(=C)[Mg]Br (vinyl magnesium bromide), FC(CCC=O)(C(C=C)N1C(C=2C(C1=O)=CC=CC2)=O)F (4,4-difluoro-5-phthalimido-6-hepten-1-al). Run in O1CCCC1 (tetrahydrofuran). Run at temperature -70 celsius. The product is OC(C=C)CCC(C(C=C)N1C(C=2C(C1=O)=CC=CC2)=O)(F)F (3-hydroxy-6,6-difluoro-7-phthalimido-1,8-nonadiene), oil. RXN SMILES: [CH:1]([Mg]Br)=[CH2:2].[F:5][C:6]([F:25])([CH:11]([N:14]1[C:18](=[O:19])[C:17]2=[CH:20][CH:21]=[CH:22][CH:23]=[C:16]2[C:15]1=[O:24])[CH:12]=[CH2:13])[CH2:7][CH2:8][CH:9]=[O:10]>O1CCCC1>[OH:10][CH:9]([CH2:8][CH2:7][C:6]([F:5])([F:25])[CH:11]([N:14]1[C:18](=[O:19])[C:17]2=[CH:20][CH:21]=[CH:22][CH:23]=[C:16]2[C:15]1=[O:24])[CH:12]=[CH2:13])[CH:1]=[CH2:2]. Reported procedure: Under an atmosphere of nitrogen, vinyl magnesium bromide (1 ml of 1M solution in tetrahydrofuran) is added to 4,4-difluoro-5-phthalimido-6-hepten-1-al (274 mg, 0.93 mmoles), dissolved in dry tetrahydrofuran (5 ml) previously cooled to -70° C. The temperature is allowed to rise to -5° C., and the reaction mixture is quenched with a saturated solution of ammonium chloride, diluted with ether, and the layers are separated. The alcohol obtained as an oil (300 mg) is purified by chromatography on sil... Starting materials: CI, CN(C)C=O, CC(=O)OC1Cc2cc(-c3nnn(-c4cccnc4F)c3C)ccc2C1=O, [H-], [Na+]. Yields the product CC(=O)OC1(C)Cc2cc(-c3nnn(-c4cccnc4F)c3C)ccc2C1=O. As a reaction SMILES: [CH3:30][I:31].[CH3:32][N:33]([CH3:34])[CH:35]=[O:36].[F:3][c:4]1[n:5][cH:6][cH:7][cH:8][c:9]1-[n:10]1[n:11][n:12][c:13](-[c:16]2[cH:17][c:18]3[c:22]([cH:23][cH:24]2)[C:21](=[O:25])[CH:20]([O:26][C:27](=[O:28])[CH3:29])[CH2:19]3)[c:14]1[CH3:15].[H-:1].[Na+:2]>>[F:3][c:4]1[n:5][cH:6][cH:7][cH:8][c:9]1-[n:10]1[n:11][n:12][c:13](-[c:16]2[cH:17][c:18]3[c:22]([cH:23][cH:24]2)[C:21](=[O:25])[C:20]([O:26][C:27](=[O:28])[CH3:29])([CH3:30])[CH2:19]3)[c:14]1[CH3:15]. Procedure details: To 3-bromo-5-(2-oxopyrrolidin-1-yl)benzoic acid methyl ester (D9) (70 mg, 0.235 mmol) in DME (2 ml) was added Na2CO3 (290 μl, 2M, 0.588 mmol), benzeneboronic acid (29 mg, 0.235 mmol) and Pd(OAc)2 (3 mg, 0.013 mmol). The mixture was stirred at 85° C. for 2 days. The reaction mixture was cooled down, filtrated through celite and evaporated in vacuo. The product was purified by column chromatography (PE:EtOAc=3:1) which yielded D10 (23 mg). Reagents/catalysts: CC(=O)[O-].CC(=O)[O-].[Pd+2] (Pd(OAc)2). Product: COC(=O)C=1C=C(C=C(C1)N1C(CCC1)=O)C1=CC=CC=C1 (5-(2-Oxopyrrolidin-1-yl)-biphenyl-3-carboxylic acid methyl ester). Conditions: temperature 85 celsius, time 2 day. As a reaction SMILES: [CH3:1][O:2][C:3](=[O:17])[C:4]1[CH:9]=[C:8]([N:10]2[CH2:14][CH2:13][CH2:12][C:11]2=[O:15])[CH:7]=[C:6](Br)[CH:5]=1.C([O-])([O-])=O.[Na+].[Na+].[C:24]1(B(O)O)[CH:29]=[CH:28][CH:27]=[CH:26][CH:25]=1>COCCOC.CC([O-])=O.CC([O-])=O.[Pd+2]>[CH3:1][O:2][C:3]([C:4]1[CH:5]=[C:6]([C:24]2[CH:29]=[CH:28][CH:27]=[CH:26][CH:25]=2)[CH:7]=[C:8]([N:10]2[CH2:14][CH2:13][CH2:12][C:11]2=[O:15])[CH:9]=1)=[O:17] |f:1.2.3,6.7.8|. Yield: 33.1%. Starting materials: COC(C1=CC(=CC(=C1)N1C(CCC1)=O)Br)=O (3-Bromo-5-(2-oxopyrrolidin-1-yl)benzoic acid methyl ester), C(=O)([O-])[O-].[Na+].[Na+] (Na2CO3), C1(=CC=CC=C1)B(O)O (benzeneboronic acid). Run in COCCOC (DME). Starting materials: C#CC(C)O, CN(C)C=O, Fc1cccc(-c2cc(Cl)ncn2)c1F, [H-], [Na+], O. Yields the product C#CC(C)Oc1cc(-c2cccc(F)c2F)ncn1. Reaction SMILES: [CH3:16][CH:17]([C:18]#[CH:19])[OH:20].[CH3:24][N:25]([CH3:26])[CH:27]=[O:28].[Cl:1][c:2]1[n:3][cH:4][n:5][c:6](-[c:8]2[c:9]([F:15])[c:10]([F:14])[cH:11][cH:12][cH:13]2)[cH:7]1.[H-:21].[Na+:22].[OH2:23]>>[c:2]1([O:20][CH:17]([CH3:16])[C:18]#[CH:19])[n:3][cH:4][n:5][c:6](-[c:8]2[c:9]([F:15])[c:10]([F:14])[cH:11][cH:12][cH:13]2)[cH:7]1.